Dataset: the Open Reaction Database (ORD), a public repository of structured organic reaction records. Task: describe an organic reaction: reactants, conditions, products, and yield The reactants are OC\C=C(/CCC=C(C)C)\C (nerol), tertiary phosphine, CC(C)=CCC\C(\C)=C\CO (geraniol), C1(=CC=CC=C1)P(C1=C(C2=CC=CC=C2C=C1)C1=C(C=CC2=CC=CC=C12)P(C1=CC=CC=C1)C1=CC=CC=C1)C1=CC=CC=C1 (2,2'-bis(diphenylphosphino)-1,1'-binaphthyl), C1(=CC=CC=C1)P(C1=C(C2=CC=CC=C2C=C1)C1=C(C=CC2=CC=CC=C12)P(C1=CC=CC=C1)C1=CC=CC=C1)C1=CC=CC=C1 (BINAP). The reagents and catalysts are [Rh] (rhodium), P.[Rh] (rhodium-phosphine). The product is CC(C)=CCCC(C)CCO (citronellol). Yield: 66.0%. RXN SMILES: C1(P(C2C=CC=CC=2)C2C=CC3C(=CC=CC=3)C=2C2C3C(=CC=CC=3)C=CC=2P(C2C=CC=CC=2)C2C=CC=CC=2)C=CC=CC=1.[CH3:47][C:48](=[CH:50][CH2:51][CH2:52]/[C:53](=[CH:55]/[CH2:56][OH:57])/[CH3:54])[CH3:49].OC/C=C(/C)\CCC=C(C)C>P.[Rh].[Rh]>[CH3:47][C:48](=[CH:50][CH2:51][CH2:52][CH:53]([CH2:55][CH2:56][OH:57])[CH3:54])[CH3:49] |f:3.4|. Procedure details: A number of organic synthetic reactions using metal complexes as a catalyst have been developed from old and utilized for many purposes. In particular, many reports have been made on asymmetric catalysts that are used in asymmetric syntheses typified by asymmetric isomerization and asymmetric hydrogenation. Among them, metal complexes composed of metallic rhodium and an optically active tertiary phosphine are well known as a catalyst for asymmetric hydrogenation, and a rhodium-phosphine complex ... Reactants: CON=C1CN([C@@H](C1)CO)C(=O)C1=CC=C(C=C1)C1=CC=CC=C1 ((3EZ,5S)-1-(1,1′-biphenyl-4-ylcarbonyl)-5 (hydroxymethyl) pyrrolidin-3-one O-methyloxime), [H-].[Na+] (sodium hydride), CI (methyl iodide). Solvent: O1CCCC1 (tetrahydrofuran). Run at time 8 hour. Product: CON=C1CN([C@@H](C1)COC)C(=O)C1=CC=C(C=C1)C1=CC=CC=C1 ((3EZ,5S)-1-(1,1′-biphenyl-4-ylcarbonyl)-5-(methoxymethyl)pyrrolidin-3-one O-methyloxime). As a reaction SMILES: [CH3:1][O:2][N:3]=[C:4]1[CH2:8][C@@H:7]([CH2:9][OH:10])[N:6]([C:11]([C:13]2[CH:18]=[CH:17][C:16]([C:19]3[CH:24]=[CH:23][CH:22]=[CH:21][CH:20]=3)=[CH:15][CH:14]=2)=[O:12])[CH2:5]1.[H-].[Na+].[CH3:27]I>O1CCCC1>[CH3:1][O:2][N:3]=[C:4]1[CH2:8][C@@H:7]([CH2:9][O:10][CH3:27])[N:6]([C:11]([C:13]2[CH:18]=[CH:17][C:16]([C:19]3[CH:24]=[CH:23][CH:22]=[CH:21][CH:20]=3)=[CH:15][CH:14]=2)=[O:12])[CH2:5]1 |f:1.2|. Procedure details: To a solution of alcohol (2) (EZ mixture, 20 mg, 0.06 mmol) and sodium hydride (3 mg, 0.12 mmol) in tetrahydrofuran (1 ml) under argon, was added methyl iodide (7.7 μl, 0.12 mmol). The reaction mixture was stirred overnight and quenched with water. The mixture was diluted with ethyl acetate and washed with brine, dried (MgSO4) and concentrated in vacuo. The crude was purified on silica gel preparative chromatography using DCM: MeOH 100:0 then 95:5. Starting materials: OC1=C(C(=O)O)C=CC(=C1)C (2-hydroxy-4-methylbenzoic acid), BrBr (bromine). Solvent: CO (methanol), CO (methanol). Run at temperature -20 celsius, time 1 hour. The product is BrC=1C(=CC(=C(C(=O)O)C1)O)C (5-Bromo-2-hydroxy-4-methylbenzoic acid). The yield is 66.6%. Reaction SMILES: [OH:1][C:2]1[CH:10]=[C:9]([CH3:11])[CH:8]=[CH:7][C:3]=1[C:4]([OH:6])=[O:5].[Br:12]Br>CO>[Br:12][C:8]1[C:9]([CH3:11])=[CH:10][C:2]([OH:1])=[C:3]([CH:7]=1)[C:4]([OH:6])=[O:5]. Procedure details: After dissolving 2-hydroxy-4-methylbenzoic acid (24.54 g, 161.29 mmol) in methanol (300 ml), the solution was cooled to −20° C. A solution of bromine (26.03 g) in methanol (50 ml) was added dropwise over 1 hour. The reaction mixture was stirred at room temperature for 1 hour and then concentrated. The residue was heated to dissolution in methanol (100 ml) and water (40 ml) was added. The precipitated crystals were filtered off and washed with 50% methanol-water. The precipitated crystals in the ... The reactants are O=C([O-])[O-], CN(C)C=O, Fc1cc2nc(S)sc2cc1F, CI, [K+], [K+], O. The product is CSc1nc2cc(F)c(F)cc2s1. RXN SMILES: [C:13](=[O:14])([O-:15])[O-:16].[CH3:21][N:22]([CH3:23])[CH:24]=[O:25].[F:1][c:2]1[c:3]([F:12])[cH:4][c:5]2[c:6]([n:7][c:8]([SH:10])[s:9]2)[cH:11]1.[I:19][CH3:20].[K+:17].[K+:18].[OH2:26]>>[F:1][c:2]1[c:3]([F:12])[cH:4][c:5]2[c:6]([n:7][c:8]([S:10][CH3:13])[s:9]2)[cH:11]1. The reactants are NC1=CC(=NC=C1C#C[Si](C)(C)C)C#N (4-amino-5-[(trimethylsilyl)ethynyl]pyridine-2-carbonitrile), IC=1C(=CC(=NC1)NC(C)(CC(C)(C)C)C)N (5-iodo-N2-(2,4,4-trimethylpentan-2-yl)pyridine-2,4-diamine). Product: CC(C)(CC(C)(C)C)NC1=NC=C(C(=C1)N)C#C[Si](C)(C)C (N2-(2,4,4-trimethylpentan-2-yl)-5-[(trimethylsilyl)ethynyl]pyridine-2,4-diamine). Reaction SMILES: [NH2:1][C:2]1[C:7]([C:8]#[C:9][Si:10]([CH3:13])([CH3:12])[CH3:11])=[CH:6][N:5]=[C:4](C#N)[CH:3]=1.IC1C(N)=CC([NH:23][C:24]([CH3:31])([CH2:26][C:27]([CH3:30])([CH3:29])[CH3:28])[CH3:25])=NC=1>>[CH3:25][C:24]([NH:23][C:4]1[CH:3]=[C:2]([NH2:1])[C:7]([C:8]#[C:9][Si:10]([CH3:11])([CH3:12])[CH3:13])=[CH:6][N:5]=1)([CH2:26][C:27]([CH3:30])([CH3:29])[CH3:28])[CH3:31]. Procedure details: The compound was prepared following the procedure same as that of 4-amino-5-[(trimethylsilyl)ethynyl]pyridine-2-carbonitrile starting from 5-iodo-N2-(2,4,4-trimethylpentan-2-yl)pyridine-2,4-diamine. Reactants: C(CC)(=O)Cl (propionyl chloride), CC=1C=C(C=CC1OC)CCN (3-methyl-4-methoxyphenylethylamine), COC1=CC=C(C=C1)NCC ((4-methoxy-phenyl)-ethylamine), C(C)(=O)OC(C)=O (acetic anhydride), COC=1C=C(C=CC1OC)CCN (3,4-dimethoxyphenylethylamine). The product is C(C)C1NCCC2=CC=C(C=C12)O (1-ethyl-1,2,3,4-tetrahydro-isoquinolin-7-ol), CC1NCCC2=CC(=C(C=C12)O)O (1-Methyl-1,2,3,4-tetrahydro-isoquinoline-6,7-diol), CC1NCCC2=CC(=C(C=C12)O)C (1,6-dimethyl-1,2,3,4-tetrahydro-isoquinolin-7-ol). Reaction SMILES: C(O[C:5](=[O:7])[CH3:6])(=O)C.[C:8](Cl)(=[O:11])[CH2:9][CH3:10].C[O:14][C:15]1C=[CH:19][C:18]([NH:21][CH2:22][CH3:23])=[CH:17][CH:16]=1.CO[C:26]1[CH:27]=[C:28]([CH2:34][CH2:35][NH2:36])[CH:29]=[CH:30][C:31]=1[O:32]C.[CH3:37][C:38]1[CH:39]=[C:40]([CH2:46][CH2:47][NH2:48])[CH:41]=[CH:42][C:43]=1OC>>[CH2:9]([CH:10]1[C:29]2[C:28](=[CH:27][CH:26]=[C:31]([OH:32])[CH:30]=2)[CH2:34][CH2:35][NH:36]1)[CH3:8].[CH3:19][CH:18]1[C:17]2[C:10](=[CH:9][C:8]([OH:11])=[C:15]([OH:14])[CH:16]=2)[CH2:23][CH2:22][NH:21]1.[CH3:37][CH:38]1[C:39]2[C:40](=[CH:41][C:42]([CH3:43])=[C:5]([OH:7])[CH:6]=2)[CH2:46][CH2:47][NH:48]1. Procedure: Similarly, 1-ethyl-1,2,3,4-tetrahydro-isoquinolin-7-ol was prepared by the above procedures by replacing the acetic anhydride in Procedure EEE with propionyl chloride. 1-Methyl-1,2,3,4-tetrahydro-isoquinoline-6,7-diol and 1,6-dimethyl-1,2,3,4-tetrahydro-isoquinolin-7-ol were prepared by replacing the (4-methoxy-phenyl)-ethylamine in procedure EEE with 3,4-dimethoxyphenylethylamine and 3-methyl-4-methoxyphenylethylamine, respectively.